The task is: describe an organic reaction: reactants, conditions, products, and yield. This data is from the Open Reaction Database (ORD), a public repository of structured organic reaction records. Reactants: COC1=CC=C(CN2C(CC3=CC=CC=C23)(C=O)Cl)C=C1 (1-(4-methoxybenzyl)-2-chloroindole-carbaldehyde), O (water), C([O-])([O-])=O.[K+].[K+] (potassium carbonate), C(#N)CC(=O)OCC (ethyl cyanoacetate). The solvent is C(C)O (ethanol). Product: C(#N)C(C(=O)OCC)=CC1=C(N(C2=CC=CC=C12)CC1=CC=C(C=C1)OC)Cl (Ethyl 2-cyano-3-(1-(4-methoxybenzyl)-2-chloro-3-indolyl)acrylate). RXN SMILES: [CH3:1][O:2][C:3]1[CH:21]=[CH:20][C:6]([CH2:7][N:8]2[C:16]3[C:11](=[CH:12][CH:13]=[CH:14][CH:15]=3)[CH2:10][C:9]2([Cl:19])C=O)=[CH:5][CH:4]=1.[C:22](=O)([O-])[O-].[K+].[K+].[C:28]([CH2:30][C:31]([O:33][CH2:34][CH3:35])=[O:32])#[N:29].O>C(O)C>[C:28]([C:30](=[CH:22][C:10]1[C:11]2[C:16](=[CH:15][CH:14]=[CH:13][CH:12]=2)[N:8]([CH2:7][C:6]2[CH:20]=[CH:21][C:3]([O:2][CH3:1])=[CH:4][CH:5]=2)[C:9]=1[Cl:19])[C:31]([O:33][CH2:34][CH3:35])=[O:32])#[N:29] |f:1.2.3|. Reported procedure: To 600 mg of 1-(4-methoxybenzyl)-2-chloroindole-carbaldehyde, slurried in 10 ml of ethanol, was added 608 mg of potassium carbonate and 0.24 ml of ethyl cyanoacetate. After overnight stirring 10 ml of water was added, and the product collected by filtration, washed with water, and dried to give (12a). Yield 620 mg of (12a). M.p. 153°-4° C. (sample recryst. from EtOH).